From a dataset of the Open Reaction Database (ORD), a public repository of structured organic reaction records. describe an organic reaction: reactants, conditions, products, and yield Reactants: C(=CCC)[C@@H]1CC2(OCCO2)CC[C@@H]1NC([O-])=O (((7S,8S)-7-(but-1-enyl)-1,4-dioxa-spiro[4.5]dec-8-yl)-carbamate). Reagents/catalysts: [Pd] (Pd/C). Solvent: CO (MeOH). Product: C(CCC)[C@@H]1CC2(OCCO2)CC[C@@H]1N ((7R,8S)-7-(butyl)-8-(amino)-1,4-dioxa-spiro[4.5]decane). The yield is 91.2%. As a reaction SMILES: [CH:1]([C@H:5]1[C@@H:14]([NH:15]C(=O)[O-])[CH2:13][CH2:12][C:7]2([O:11][CH2:10][CH2:9][O:8]2)[CH2:6]1)=[CH:2][CH2:3][CH3:4]>CO.[Pd]>[CH2:1]([C@H:5]1[C@@H:14]([NH2:15])[CH2:13][CH2:12][C:7]2([O:8][CH2:9][CH2:10][O:11]2)[CH2:6]1)[CH2:2][CH2:3][CH3:4]. Procedure: A solution of ((7S,8S)-7-(but-1-enyl)-1,4-dioxa-spiro[4.5]dec-8-yl)-carbamate (7.7 g, 0.0221 mol) in 80 mL of MeOH was treated with 1.5 g of 10% Pd/C and hydrogenated overnight at 55 psi. The mixture was filtered through Celite and concentrated on a rotary evaporator to give 4.3 g of (7R,8S)-7-(butyl)-8-(amino)-1,4-dioxa-spiro[4.5]decane. This was used without further purification. Run at temperature 50 celsius. The yield is 66.6%. Reactants: C(CCC)(=O)C(C(=O)OCC)=CNC=1C(=NC=CC1)OC (ethyl 2-butyryl-3-(2-methoxypyridine-3-yl)aminoacrylate), C(CCC)(=O)C(C(=O)OCC)=CNC=1C(=NC=CC1)OC (Ethyl 2-butyryl-3-(2-methoxypyridine-3-yl)aminoacrylate). The solvent is Petroleum ether, C1(=CC=CC=C1)OC1=CC=CC=C1 (diphenyl ether). Procedure details: 11.23 g of ethyl 2-butyryl-3-(2-methoxypyridine-3-yl)aminoacrylate prepared in the above (A) was dissolved in 60 ml so diphenyl ether, and the resulting solution was heated to reflux for 2 hours and cooled to about 50° C. Petroleum ether (200 ml) was added to give precipitates, which were filtered to give 6.3 g (76%) of the titled compound as brown crystals. RXN SMILES: [C:1]([C:6](=[CH:12][NH:13][C:14]1[C:15]([O:20][CH3:21])=[N:16][CH:17]=[CH:18][CH:19]=1)[C:7]([O:9]CC)=O)(=[O:5])[CH2:2][CH2:3][CH3:4]>C1(OC2C=CC=CC=2)C=CC=CC=1>[C:1]([C:6]1[C:7](=[O:9])[C:19]2[C:14](=[C:15]([O:20][CH3:21])[N:16]=[CH:17][CH:18]=2)[NH:13][CH:12]=1)(=[O:5])[CH2:2][CH2:3][CH3:4]. Product: C(CCC)(=O)C1=CNC2=C(N=CC=C2C1=O)OC (3-Butyryl-8-methoxy-1,7-naphthyridin-4(1H)-one).